Dataset: the Open Reaction Database (ORD), a public repository of structured organic reaction records. Task: describe an organic reaction: reactants, conditions, products, and yield The reactants are C(OC1=CC(=NN1C1=NC=CC=C1)C=1C=C(C=CC1)C1=CC(=CC=C1)C1=CC=CC=C1)(OC(C)(C)C)=O (3-(3′-phenylbiphenyl-3-yl)-1-(pyridin-2-yl)-1H-pyrazol-5-yl tert-butyl carbonate), C(OC1=CC(=NN1C1=NC=CC=C1)C1=CC=C(C=C1)C1=CC=CC=C1)(OC(C)(C)C)=O (3-(biphenyl-4-yl)-1-(pyridin-2-yl)-1H-pyrazol-5-yl tert-butyl carbonate). Yields the product C1(=CC=CC=C1)C=1C=C(C=CC1)C1=CC(=CC=C1)C1=NN(C(=C1)O)C1=NC=CC=C1 (3-(3′-phenylbiphenyl-3-yl)-1-(pyridin-2-yl)-1H-pyrazol-5-ol). The yield is 85.0%. Reaction SMILES: C(=O)(OC(C)(C)C)[O:2][C:3]1[N:7]([C:8]2[CH:13]=[CH:12][CH:11]=[CH:10][N:9]=2)[N:6]=[C:5]([C:14]2[CH:15]=[C:16]([C:20]3[CH:25]=[CH:24][CH:23]=[C:22]([C:26]4[CH:31]=[CH:30][CH:29]=[CH:28][CH:27]=4)[CH:21]=3)[CH:17]=[CH:18][CH:19]=2)[CH:4]=1.C(=O)(OC(C)(C)C)OC1N(C2C=CC=CN=2)N=C(C2C=CC(C3C=CC=CC=3)=CC=2)C=1>>[C:26]1([C:22]2[CH:21]=[C:20]([C:16]3[CH:17]=[CH:18][CH:19]=[C:14]([C:5]4[CH:4]=[C:3]([OH:2])[N:7]([C:8]5[CH:13]=[CH:12][CH:11]=[CH:10][N:9]=5)[N:6]=4)[CH:15]=3)[CH:25]=[CH:24][CH:23]=2)[CH:27]=[CH:28][CH:29]=[CH:30][CH:31]=1. Procedure: The title compound was prepared in the same manner as in Example D-1, except that an equimolar amount of Compound 40 of Example C-14 was used in place of Compound 27 of Example C-1. Starting materials: CCCCc1cc(OC2CCN(C(=O)OC(C)(C)C)CC2)c2ncccc2c1, ClCCl, O=C(O)C(F)(F)F. The product is CCCCc1cc(OC2CCNCC2)c2ncccc2c1. RXN SMILES: [CH2:1]([CH2:2][CH2:3][CH3:4])[c:5]1[cH:6][c:7]2[cH:8][cH:9][cH:10][n:11][c:12]2[c:13]([O:15][CH:16]2[CH2:17][CH2:18][N:19]([C:22]([O:23][C:24]([CH3:25])([CH3:26])[CH3:27])=[O:28])[CH2:20][CH2:21]2)[cH:14]1.[Cl:36][CH2:37][Cl:38].[OH:29][C:30]([C:31]([F:32])([F:33])[F:34])=[O:35]>>[CH2:1]([CH2:2][CH2:3][CH3:4])[c:5]1[cH:6][c:7]2[cH:8][cH:9][cH:10][n:11][c:12]2[c:13]([O:15][CH:16]2[CH2:17][CH2:18][NH:19][CH2:20][CH2:21]2)[cH:14]1.